From a dataset of the Open Reaction Database (ORD), a public repository of structured organic reaction records. describe an organic reaction: reactants, conditions, products, and yield Reactants: CCOC(=O)c1c(C#CC(C)(C)O[Si](C)(C)C(C)(C)C)cc(-c2c(CC)cccc2CC)nc1C, CO. Yields the product CCOC(=O)c1c(CCC(C)(C)O[Si](C)(C)C(C)(C)C)cc(-c2c(CC)cccc2CC)nc1C. Reaction SMILES: [CH2:1]([CH3:2])[O:3][C:4]([c:5]1[c:6]([CH3:34])[n:7][c:8](-[c:24]2[c:25]([CH2:32][CH3:33])[cH:26][cH:27][cH:28][c:29]2[CH2:30][CH3:31])[cH:9][c:10]1[C:11]#[C:12][C:13]([CH3:14])([CH3:15])[O:16][Si:17]([CH3:18])([CH3:19])[C:20]([CH3:21])([CH3:22])[CH3:23])=[O:35].[CH3:36][OH:37]>>[CH2:1]([CH3:2])[O:3][C:4]([c:5]1[c:6]([CH3:34])[n:7][c:8](-[c:24]2[c:25]([CH2:32][CH3:33])[cH:26][cH:27][cH:28][c:29]2[CH2:30][CH3:31])[cH:9][c:10]1[CH2:11][CH2:12][C:13]([CH3:14])([CH3:15])[O:16][Si:17]([CH3:18])([CH3:19])[C:20]([CH3:21])([CH3:22])[CH3:23])=[O:35]. The reactants are O (water), OCCOC1=C(C2=C(C(/C(/O2)=C/C2=NN(C3=CC=CC=C23)COCC[Si](C)(C)C)=O)C=C1)CN1CCN(CC1)C(=O)OC(C)(C)C (tert-butyl (Z)-4-{[6-(2-hydroxyethoxy)-3-oxo-2-[(N-{[2-(trimethylsilyl)ethoxy]methyl}-1H-indazol-3-yl)methylene]-2,3-dihydrobenzofuran-7-yl]methyl}piperazine-1-carboxylate), solution, [F-].C(CCC)[N+](CCCC)(CCCC)CCCC (tetrabutylammonium fluoride). The solvent is C1CCOC1 (THF), C1CCOC1 (THF). The product is N1N=C(C2=CC=CC=C12)\C=C\1/OC2=C(C1=O)C=CC(=C2CN2CCN(CC2)C(=O)OC(C)(C)C)OCCO (tert-butyl (Z)-4-({2-[(1H-indazol-3-yl)methylene]-6-(2-hydroxyethoxy)-3-oxo-2,3-dihydrobenzofuran-7-yl}methyl)piperazine-1-carboxylate). Isolated yield 54.9%. RXN SMILES: [OH:1][CH2:2][CH2:3][O:4][C:5]1[CH:32]=[CH:31][C:8]2[C:9](=[O:30])/[C:10](=[CH:12]/[C:13]3[C:21]4[C:16](=[CH:17][CH:18]=[CH:19][CH:20]=4)[N:15](COCC[Si](C)(C)C)[N:14]=3)/[O:11][C:7]=2[C:6]=1[CH2:33][N:34]1[CH2:39][CH2:38][N:37]([C:40]([O:42][C:43]([CH3:46])([CH3:45])[CH3:44])=[O:41])[CH2:36][CH2:35]1.[F-].C([N+](CCCC)(CCCC)CCCC)CCC.O>C1COCC1>[NH:15]1[C:16]2[C:21](=[CH:20][CH:19]=[CH:18][CH:17]=2)[C:13](/[CH:12]=[C:10]2\[O:11][C:7]3[C:6]([CH2:33][N:34]4[CH2:39][CH2:38][N:37]([C:40]([O:42][C:43]([CH3:46])([CH3:44])[CH3:45])=[O:41])[CH2:36][CH2:35]4)=[C:5]([O:4][CH2:3][CH2:2][OH:1])[CH:32]=[CH:31][C:8]=3[C:9]\2=[O:30])=[N:14]1 |f:1.2|. Reported procedure: A solution of tert-butyl (Z)-4-{[6-(2-hydroxyethoxy)-3-oxo-2-[(N-{[2-(trimethylsilyl)ethoxy]methyl}-1H-indazol-3-yl)methylene]-2,3-dihydrobenzofuran-7-yl]methyl}piperazine-1-carboxylate (0.100 g, 0.154 mmol) obtained in Step 3 in THF (1 mL) was added with a 1 M solution of tetrabutylammonium fluoride in THF (1.54 mL, 1.54 mmol), and the mixture was refluxed for 3 hours by heating. The reaction mixture was cooled to room temperature, and then added with water (20 mL), the mixture was extracted th... Reactants: CC(C)(C)OC(=O)N1CCS(=O)(=O)CC(O)C1, CO, CC(C)=O. The product is CC(C)(C)OC(=O)N1CCS(=O)(=O)CC(=O)C1. RXN SMILES: [C:1]([CH3:2])([CH3:3])([CH3:4])[O:5][C:6](=[O:7])[N:8]1[CH2:9][CH2:10][S:11](=[O:16])(=[O:17])[CH2:12][CH:13]([OH:15])[CH2:14]1.[CH3:18][OH:19].[CH3:20][C:21](=[O:22])[CH3:23]>>[C:1]([CH3:2])([CH3:3])([CH3:4])[O:5][C:6](=[O:7])[N:8]1[CH2:9][CH2:10][S:11](=[O:16])(=[O:17])[CH2:12][C:13](=[O:15])[CH2:14]1. Starting materials: ClC=1C2=C(N=CN1)N(C=C2)[C@H]2[C@@H](OCC1=CC=CC=C1)[C@H](OCC1=CC=CC=C1)[C@H](O2)COCC2=CC=CC=C2 (4-chloro-7-(2,3,5-tri-O-benzyl-β-D-arabinofuranosyl)-7H-pyrrolo[2,3-d]pyrimidine), liquid, N (ammonia), N (ammonia). Run in CO (methanol). Run at temperature 100 celsius. The product is C(C1=CC=CC=C1)O[C@@H]1[C@@H](O[C@@H]([C@H]1OCC1=CC=CC=C1)COCC1=CC=CC=C1)N1C=CC2=C1N=CN=C2N (7-(2,3,5tri-O-benzyl-β-D-arabinofuranosyl)-7H-pyrrolo[2,3-d]pyrimidin-4-amine). Reaction SMILES: Cl[C:2]1[C:3]2[CH:10]=[CH:9][N:8]([C@@H:11]3[O:31][C@H:30]([CH2:32][O:33][CH2:34][C:35]4[CH:40]=[CH:39][CH:38]=[CH:37][CH:36]=4)[C@@H:21]([O:22][CH2:23][C:24]4[CH:29]=[CH:28][CH:27]=[CH:26][CH:25]=4)[C@@H:12]3[O:13][CH2:14][C:15]3[CH:20]=[CH:19][CH:18]=[CH:17][CH:16]=3)[C:4]=2[N:5]=[CH:6][N:7]=1.[NH3:41]>CO>[CH2:14]([O:13][C@H:12]1[C@H:21]([O:22][CH2:23][C:24]2[CH:25]=[CH:26][CH:27]=[CH:28][CH:29]=2)[C@@H:30]([CH2:32][O:33][CH2:34][C:35]2[CH:40]=[CH:39][CH:38]=[CH:37][CH:36]=2)[O:31][C@H:11]1[N:8]1[C:4]2[N:5]=[CH:6][N:7]=[C:2]([NH2:41])[C:3]=2[CH:10]=[CH:9]1)[C:15]1[CH:16]=[CH:17][CH:18]=[CH:19][CH:20]=1. Reported procedure: A mixture of 3 g of 4-chloro-7-(2,3,5-tri-O-benzyl-β-D-arabinofuranosyl)-7H-pyrrolo[2,3-d]pyrimidine, 3 ml of methanol, and 20 ml of liquid ammonia is placed in a stainless steel reactor and heated at 100° C. for 5 hours. The ammonia is allowed to evaporate and the residue, after evaporation of the methanol, is distributed between ethyl acetate and water. The aqueous layer is reextracted with ethyl acetate and the dried (MgSO4) ethyl acetate solution is evaporated in vacuo to provide 2.6 g of 7-... Reactants: Nc1ccc(Br)nc1, CCN=C=NCCCN(C)C, ClCCl, Cl, On1nnc2cccnc21, O=C(O)c1nc(-c2ccccc2)oc1C(F)(F)F. Product: O=C(Nc1ccc(Br)nc1)c1nc(-c2ccccc2)oc1C(F)(F)F. Reaction SMILES: [Br:19][c:20]1[cH:21][cH:22][c:23]([NH2:26])[cH:24][n:25]1.[CH2:38]([N:39]=[C:40]=[N:41][CH2:42][CH2:43][CH2:44][N:45]([CH3:46])[CH3:47])[CH3:48].[Cl:49][CH2:50][Cl:51].[ClH:37].[OH:27][n:28]1[c:29]2[n:30][cH:31][cH:32][cH:33][c:34]2[n:35][n:36]1.[c:1]1(-[c:7]2[o:8][c:9]([C:15]([F:16])([F:17])[F:18])[c:10]([C:12](=[O:13])[OH:14])[n:11]2)[cH:2][cH:3][cH:4][cH:5][cH:6]1>>[c:1]1(-[c:7]2[o:8][c:9]([C:15]([F:16])([F:17])[F:18])[c:10]([C:12](=[O:14])[NH:26][c:23]3[cH:22][cH:21][c:20]([Br:19])[n:25][cH:24]3)[n:11]2)[cH:2][cH:3][cH:4][cH:5][cH:6]1. The reactants are C1CCOC1, [Cl-], [Cl-], [NH4+], CON(C)C(=O)c1ccc2nc(-c3ccc(C4OCCCO4)cc3F)sc2c1, [Mg+]c1ccccn1. Product: O=C(c1ccc2nc(-c3ccc(C4OCCCO4)cc3F)sc2c1)c1ccccn1. RXN SMILES: [CH2:39]1[O:40][CH2:41][CH2:42][CH2:43]1.[Cl-:1].[Cl-:37].[NH4+:38].[O:9]1[CH:10]([c:15]2[cH:16][c:17]([F:36])[c:18](-[c:21]3[s:22][c:23]4[c:24]([n:25]3)[cH:26][cH:27][c:28]([C:30](=[O:31])[N:32]([O:33][CH3:34])[CH3:35])[cH:29]4)[cH:19][cH:20]2)[O:11][CH2:12][CH2:13][CH2:14]1.[n:2]1[c:3]([Mg+:8])[cH:4][cH:5][cH:6][cH:7]1>>[n:2]1[c:3]([C:30]([c:28]2[cH:27][cH:26][c:24]3[c:23]([s:22][c:21](-[c:18]4[c:17]([F:36])[cH:16][c:15]([CH:10]5[O:9][CH2:14][CH2:13][CH2:12][O:11]5)[cH:20][cH:19]4)[n:25]3)[cH:29]2)=[O:31])[cH:4][cH:5][cH:6][cH:7]1. Reactants: COC=1C=C(C=CC1OC)CN ((3,4-dimethoxyphenyl)methanamine), ClS(=O)(=O)C1=CC=C(C(=O)OC)C=C1 (methyl 4-(chlorosulfonyl)benzoate), COC1=CC=C(CBr)C=C1 (4-methoxybenzylbromide). As a reaction SMILES: [CH3:1][O:2][C:3]1[CH:4]=[C:5]([CH2:11][NH2:12])[CH:6]=[CH:7][C:8]=1[O:9][CH3:10].Cl[S:14]([C:17]1[CH:26]=[CH:25][C:20]([C:21]([O:23]C)=[O:22])=[CH:19][CH:18]=1)(=[O:16])=[O:15].[CH3:27][O:28][C:29]1[CH:36]=[CH:35][C:32]([CH2:33]Br)=[CH:31][CH:30]=1>>[CH3:1][O:2][C:3]1[CH:4]=[C:5]([CH:6]=[CH:7][C:8]=1[O:9][CH3:10])[CH2:11][N:12]([CH2:33][C:32]1[CH:35]=[CH:36][C:29]([O:28][CH3:27])=[CH:30][CH:31]=1)[S:14]([C:17]1[CH:26]=[CH:25][C:20]([C:21]([OH:23])=[O:22])=[CH:19][CH:18]=1)(=[O:16])=[O:15]. Procedure details: Prepared as in example 5-10 from (3,4-dimethoxyphenyl)methanamine, methyl 4-(chlorosulfonyl)benzoate (Example 5-10c) and 4-methoxybenzylbromide. MS (M−H, 470.10); 1H NMR (400 MHz, DMSO-d6): δ, ppm: 3.49 (s, 3H), 3.67 (s, 3H), 3.68 (s, 3H), 4.20 (s, 2H), 4.22 (s, 2H), 6.41 (d, 1H, J=1.4 Hz), 6.58 (dd, 1H, J1=8.2 Hz, J2=1.4 Hz), 6.78 (m, 3H), 7.02 (d, 2H, J=8.6 Hz), 7.94 (d, 2H, J=8.4 Hz), 8.09 (d, 2H, J=8.4 Hz). Product: COC=1C=C(CN(S(=O)(=O)C2=CC=C(C(=O)O)C=C2)CC2=CC=C(C=C2)OC)C=CC1OC (4-(N-(3,4-dimethoxybenzyl)-N-(4-methoxybenzyl)sulfamoyl)benzoic acid).